describe an organic reaction: reactants, conditions, products, and yield From a dataset of the Open Reaction Database (ORD), a public repository of structured organic reaction records. The reactants are O=C1N(C(C2=C3C(C=C4C(=C13)C=CC=C4)=CC=C2)=O)CCNCCCNCCN2C(C4=C1C(=CC=3C4=C(C2=O)C=CC3)C=CC=C1)=O (N,N'-Bis[2-(1,2-dihydro-1,3-dioxo-3H-dibenz[de,h]isoquinolin-2-yl)ethyl]-1,3-propanediamine), C=O (formaldehyde). Run in C(C)O (ethanol). Product: O=C1N(C(C2=C3C(C=C4C(=C13)C=CC=C4)=CC=C2)=O)CCN2CN(CCC2)CCN2C(C4=C1C(=CC=3C4=C(C2=O)C=CC3)C=CC=C1)=O (N,N'-bis[2-(1,2-dihydro-1,3-dioxo-3H-dibenz[de,h]isoquinolin-2-yl)ethyl]hexahydropyrimidine). Isolated yield 58.0%. Reaction SMILES: [O:1]=[C:2]1[C:11]2[C:6]3[C:7](=[CH:16][CH:17]=[CH:18][C:5]=3[C:4](=[O:19])[N:3]1[CH2:20][CH2:21][NH:22][CH2:23][CH2:24][CH2:25][NH:26][CH2:27][CH2:28][N:29]1[C:38](=[O:39])[C:37]3[CH:40]=[CH:41][CH:42]=[C:35]4[C:36]=3[C:31](=[C:32]3[CH:46]=[CH:45][CH:44]=[CH:43][C:33]3=[CH:34]4)[C:30]1=[O:47])[CH:8]=[C:9]1[CH:15]=[CH:14][CH:13]=[CH:12][C:10]1=2.[CH2:48]=O>C(O)C>[O:47]=[C:30]1[C:31]2[C:36]3[C:35](=[CH:42][CH:41]=[CH:40][C:37]=3[C:38](=[O:39])[N:29]1[CH2:28][CH2:27][N:26]1[CH2:25][CH2:24][CH2:23][N:22]([CH2:21][CH2:20][N:3]3[C:4](=[O:19])[C:5]4[CH:18]=[CH:17][CH:16]=[C:7]5[C:6]=4[C:11](=[C:10]4[CH:12]=[CH:13][CH:14]=[CH:15][C:9]4=[CH:8]5)[C:2]3=[O:1])[CH2:48]1)[CH:34]=[C:33]1[CH:43]=[CH:44][CH:45]=[CH:46][C:32]1=2. Procedure: A mixture of 0.5 g (0.8 mmol) of N,N'-Bis[2-(1,2-dihydro-1,3-dioxo-3H-dibenz[de,h]isoquinolin-2-yl)ethyl]-1,3-propanediamine and 1 ml of 36% formaldehyde in 100 ml of ethanol was refluxed for 7 hours. The solid was filtered, washed, dried, and recrystallized from toluene. 0.3 g (58%) of N,N'-bis[2-(1,2-dihydro-1,3-dioxo-3H-dibenz[de,h]isoquinolin-2-yl)ethyl]hexahydropyrimidine were obtained. M.p. 222° C. (toluene). Starting materials: C1(CC1)N1C=C(C(C2=CC(=C(C(=C12)F)F)F)=O)C(=O)O (1-Cyclopropyl-6,7,8-trifluoro-1,4-dihydro-4-oxoquinoline-3-carboxylic acid), Cl.CC=1N=NN(C1)C1CNCC1 (3-(4-methyl-1,2,3-triazol-1-yl)pyrrolidine hydrochloride), C1CCC2=NCCCN2CC1 (DBU). Solvent: N1=CC=CC=C1 (pyridine). Product: C1(CC1)N1C=C(C(C2=CC(=C(C(=C12)F)N1CC(CC1)N1N=NC(=C1)C)F)=O)C(=O)O (1-Cyclopropyl-6,8-difluoro-7-[3-(4-methyl-1,2,3-triazol-1-yl)pyrrolidin-1-yl]-1,4-dihydro-4-oxoquinoline-3-carboxylic acid). Isolated yield 81.8%. Reaction SMILES: [CH:1]1([N:4]2[C:13]3[C:8](=[CH:9][C:10]([F:16])=[C:11](F)[C:12]=3[F:14])[C:7](=[O:17])[C:6]([C:18]([OH:20])=[O:19])=[CH:5]2)[CH2:3][CH2:2]1.Cl.[CH3:22][C:23]1[N:24]=[N:25][N:26]([CH:28]2[CH2:32][CH2:31][NH:30][CH2:29]2)[CH:27]=1.C1CCN2C(=NCCC2)CC1>N1C=CC=CC=1>[CH:1]1([N:4]2[C:13]3[C:8](=[CH:9][C:10]([F:16])=[C:11]([N:30]4[CH2:31][CH2:32][CH:28]([N:26]5[CH:27]=[C:23]([CH3:22])[N:24]=[N:25]5)[CH2:29]4)[C:12]=3[F:14])[C:7](=[O:17])[C:6]([C:18]([OH:20])=[O:19])=[CH:5]2)[CH2:3][CH2:2]1 |f:1.2|. Procedure: 1-Cyclopropyl-6,7,8-trifluoro-1,4-dihydro-4-oxoquinoline-3-carboxylic acid (150 mg, 0.53 mmol) was reacted with 249 mg (1.33 mmol) of 3-(4-methyl-1,2,3-triazol-1-yl)pyrrolidine hydrochloride in the presence of 201 mg (1.33 mmol) of DBU in 15 ml of dry pyridine under nitrogen at 120° C. for 3 days. Small amounts of the solid present were removed by filtration, and the supernatant was concentrated under reduced pressure. Water and small amounts of acetonitrile were added to the residue and the gre... Starting materials: C(C)(C)(C)OC(=O)N1CCN(CC1)C(=O)C1=C(N=C(S1)C1=CC=NC=C1)C (1-(tert-butoxycarbonyl)-4-[4-methyl-2-(4-pyridyl)-5-thiazolecarbonyl]piperazine), CO (methanol), Cl (hydrochloric acid). Run in C(C)(=O)OCC (ethyl acetate). Reaction conditions: time 30 minute. Product: Cl.Cl.CC=1N=C(SC1C(=O)N1CCNCC1)C1=CC=NC=C1 (1-[4-Methyl-2-(4-pyridyl)-5-thiazolecarbonyl]piperazine dihydrochloride). RXN SMILES: C(OC([N:8]1[CH2:13][CH2:12][N:11]([C:14]([C:16]2[S:20][C:19]([C:21]3[CH:26]=[CH:25][N:24]=[CH:23][CH:22]=3)=[N:18][C:17]=2[CH3:27])=[O:15])[CH2:10][CH2:9]1)=O)(C)(C)C.CO.[ClH:30]>C(OCC)(=O)C>[ClH:30].[ClH:30].[CH3:27][C:17]1[N:18]=[C:19]([C:21]2[CH:26]=[CH:25][N:24]=[CH:23][CH:22]=2)[S:20][C:16]=1[C:14]([N:11]1[CH2:12][CH2:13][NH:8][CH2:9][CH2:10]1)=[O:15] |f:4.5.6|. Procedure: To 1-(tert-butoxycarbonyl)-4-[4-methyl-2-(4-pyridyl)-5-thiazolecarbonyl]piperazine (6.40 g) were added methanol (30 ml) and 4N hydrochloric acid in ethyl acetate (30 ml), and the mixture was stirred at room temperature for 30 minutes. The reaction solution was concentrated, and the residue was washed with ether and dried under reduced pressure to give powders of the title compound (5.8 g). Starting materials: CNCCC1=CC=C(OC2=CC=C(C=C2)O)C=C1 (4-[4-(2-methylamino-ethyl)-phenoxy]-phenol), C(C1=CC=CC=C1)=O (benzaldehyde), C(C)(=O)O[BH-](OC(C)=O)OC(C)=O.[Na+] (sodium triacetoxyborohydride). Yields the product C(C1=CC=CC=C1)N(CCC1=CC=C(OC2=CC=C(C=C2)O)C=C1)C (4-{4-[2-(benzyl-methyl-amino)-ethyl]-phenoxy}-phenol). Reaction SMILES: [CH3:1][NH:2][CH2:3][CH2:4][C:5]1[CH:18]=[CH:17][C:8]([O:9][C:10]2[CH:15]=[CH:14][C:13]([OH:16])=[CH:12][CH:11]=2)=[CH:7][CH:6]=1.[CH:19](=O)[C:20]1[CH:25]=[CH:24][CH:23]=[CH:22][CH:21]=1.C(O[BH-](OC(=O)C)OC(=O)C)(=O)C.[Na+]>>[CH2:19]([N:2]([CH3:1])[CH2:3][CH2:4][C:5]1[CH:6]=[CH:7][C:8]([O:9][C:10]2[CH:15]=[CH:14][C:13]([OH:16])=[CH:12][CH:11]=2)=[CH:17][CH:18]=1)[C:20]1[CH:25]=[CH:24][CH:23]=[CH:22][CH:21]=1 |f:2.3|. Reported procedure: According to scheme 1, ethyl chloroformate is added to a solution of tyramine (1), sodium hydroxide, and water to produce the [2-(4-hydroxy-phenyl)-ethyl]-carbamic acid ethyl ester (2). The carbamate is treated with cesium carbonate and 4-fluorobenzonitrile in DMF to yield the corresponding biarylether 3. The nitrile functionality of the biaryl; ether 3 is converted to the N-acyl compound 4 by reaction with methyllithium followed by hydrolysis in aqueous sulfuric acid. The N-acyl compound 4 is c... Starting materials: N,N-dicyclohexylcarbodiimide, O (water), CC1C2CC(C(/C=C/C=C(/CC3=CC(=C(C(=C3)OC)Cl)N(C(=O)CC(C4(C1O4)C)O)C)\C)OC)(NC(=O)O2)O (Maytansinol), C1(CCC1)C(=O)O (cyclobutanecarboxylic acid). The reagents and catalysts are CN(C1=CC=NC=C1)C (4-dimethylaminopyridine). The solvent is ClCCl (dichloromethane). Conditions: time 4 hour. Product: CC1C2CC(C(/C=C/C=C(/CC3=CC(=C(C(=C3)OC)Cl)N(C(=O)CC(C4(C1O4)C)O)C)\C)OC)(NC(=O)O2)O.C1CC(C1)C(=O)[O-] (maytansinol 3-cyclobutanecarboxylate). RXN SMILES: [CH3:1][CH:2]1[CH:27]2[O:28][C:26]2([CH3:29])[CH:25]([OH:30])[CH2:24][C:22](=[O:23])[N:21]([CH3:31])[C:14]2=[C:15]([Cl:20])[C:16]([O:18][CH3:19])=[CH:17][C:12](=[CH:13]2)[CH2:11][C:10]([CH3:32])=[CH:9][CH:8]=[CH:7][CH:6]([O:33][CH3:34])[C:5]2([OH:39])[NH:35][C:36]([O:38][CH:3]1[CH2:4]2)=[O:37].[CH:40]1([C:44]([OH:46])=[O:45])[CH2:43][CH2:42][CH2:41]1.O>ClCCl.CN(C)C1C=CN=CC=1>[CH3:1][CH:2]1[CH:27]2[O:28][C:26]2([CH3:29])[CH:25]([OH:30])[CH2:24][C:22](=[O:23])[N:21]([CH3:31])[C:14]2=[C:15]([Cl:20])[C:16]([O:18][CH3:19])=[CH:17][C:12](=[CH:13]2)[CH2:11][C:10]([CH3:32])=[CH:9][CH:8]=[CH:7][CH:6]([O:33][CH3:34])[C:5]2([OH:39])[NH:35][C:36]([O:38][CH:3]1[CH2:4]2)=[O:37].[CH2:42]1[CH2:43][CH:40]([C:44]([O-:46])=[O:45])[CH2:41]1 |f:5.6|. Reported procedure: Maytansinol (127.7 mg) and cyclobutanecarboxylic acid (120 μl) was dissolved in 5 ml of dichloromethane. To the solution, were added 340 mg of N,N-dicyclohexylcarbodiimide and 55 mg of 4-dimethylaminopyridine. The mixture was stirred at room temperature for four hours. To the reaction solution was added water, and the mixture was stirred. The resulting precipitates were removed by filtration and the filtrate was diluted with ethyl acetate. The ethyl acetate layer was separated and washed with wa...